From a dataset of the Open Reaction Database (ORD), a public repository of structured organic reaction records. describe an organic reaction: reactants, conditions, products, and yield Reactants: C(Cl)Cl (methylene chloride), ICl (ICl), C[Si](C1=CC=2C(C3=CC(=CC=C3C2C=C1)C1=CC=2C(C3=CC(=CC=C3C2C=C1)C1=CC=2C(C3=CC=CC=C3C2C=C1)(CCC)CCC)(CCC)CCC)(CC(CC)C)CC(CC)C)(C)C (2-Trimethylsilyl-9,9-bis(2-methylbutyl)-9′,9′,9″,9″-tetrakis(n-propyl)-7,2′;7′,2″-terfluorene), C(=O)([O-])[O-].[Na+].[Na+] (Na2CO3). Solvent: C(Cl)(Cl)(Cl)Cl (CCl4). Conditions: time 30 minute. Product: IC1=CC=2C(C3=CC(=CC=C3C2C=C1)C1=CC=2C(C3=CC(=CC=C3C2C=C1)C1=CC=2C(C3=CC=CC=C3C2C=C1)(CCC)CCC)(CCC)CCC)(CC(CC)C)CC(CC)C (2-Iodo-9,9-bis(2-methylbutyl)-9′,9′,9″,9″-tetrakis(n-propyl) -7,2′;7′,2″-terfluorene). Isolated yield 90.7%. As a reaction SMILES: [I:1]Cl.C[Si](C)(C)[C:5]1[CH:17]=[CH:16][C:15]2[C:14]3[C:9](=[CH:10][C:11]([C:18]4[CH:30]=[CH:29][C:28]5[C:27]6[C:22](=[CH:23][C:24]([C:31]7[CH:43]=[CH:42][C:41]8[C:40]9[C:35](=[CH:36][CH:37]=[CH:38][CH:39]=9)[C:34]([CH2:47][CH2:48][CH3:49])([CH2:44][CH2:45][CH3:46])[C:33]=8[CH:32]=7)=[CH:25][CH:26]=6)[C:21]([CH2:53][CH2:54][CH3:55])([CH2:50][CH2:51][CH3:52])[C:20]=5[CH:19]=4)=[CH:12][CH:13]=3)[C:8]([CH2:61][CH:62]([CH3:65])[CH2:63][CH3:64])([CH2:56][CH:57]([CH3:60])[CH2:58][CH3:59])[C:7]=2[CH:6]=1.C([O-])([O-])=O.[Na+].[Na+].C(Cl)Cl>C(Cl)(Cl)(Cl)Cl>[I:1][C:5]1[CH:17]=[CH:16][C:15]2[C:14]3[C:9](=[CH:10][C:11]([C:18]4[CH:30]=[CH:29][C:28]5[C:27]6[C:22](=[CH:23][C:24]([C:31]7[CH:43]=[CH:42][C:41]8[C:40]9[C:35](=[CH:36][CH:37]=[CH:38][CH:39]=9)[C:34]([CH2:47][CH2:48][CH3:49])([CH2:44][CH2:45][CH3:46])[C:33]=8[CH:32]=7)=[CH:25][CH:26]=6)[C:21]([CH2:53][CH2:54][CH3:55])([CH2:50][CH2:51][CH3:52])[C:20]=5[CH:19]=4)=[CH:12][CH:13]=3)[C:8]([CH2:61][CH:62]([CH3:65])[CH2:63][CH3:64])([CH2:56][CH:57]([CH3:60])[CH2:58][CH3:59])[C:7]=2[CH:6]=1 |f:2.3.4|. Reported procedure: ICl (1.0 M in methylene chloride, 2.80 ml, 2.80 mmol) is added dropwise to a solution of 2-trimethylsilyl-9,9-bis(2-methylbutyl)-9′,9′,9″,9″-tetrakis(n-propyl)-7,2′;7′,2″-terfluorene (13a) (2.45 g, 2.80 mmol) in CCl4 (15 ml) at 0° C. After stirring for 30 min, the reaction mixture is poured into a Na2CO3 aqueous solution (5 wt %) with vigorous stirring until discoloration for extraction with methylene chloride. The organic extracts are washed with brine before dried over MgSO4. Upon evaporating ...